This data is from the Open Reaction Database (ORD), a public repository of structured organic reaction records. The task is: describe an organic reaction: reactants, conditions, products, and yield The reactants are O1CCN(CC1)C=1C2=C(N=C(N1)[Sn](CCCC)(CCCC)CCCC)C=CC(=N2)CN2CCC(CC2)C(C)(C)O (2-(1-((4-morpholino-2-(tributylstannyl)pyrido[3,2-d]pyrimidin-6-yl)methyl)piperidin-4-yl)propan-2-ol), C(C)N1N=C2C=CC=CC2=C1I (2-ethyl-3-iodo-2H-indazole). Reagents/catalysts: S1C(=CC=C1)C(=O)[O-].[Cu+] (copper(I) thiophene-2-carboxylate), C=1C=CC(=CC1)[P](C=2C=CC=CC2)(C=3C=CC=CC3)[Pd]([P](C=4C=CC=CC4)(C=5C=CC=CC5)C=6C=CC=CC6)([P](C=7C=CC=CC7)(C=8C=CC=CC8)C=9C=CC=CC9)[P](C=1C=CC=CC1)(C=1C=CC=CC1)C=1C=CC=CC1 (tetrakis(triphenylphosphine)palladium(0)). The solvent is O1CCOCC1 (1,4-dioxane). The product is C(C)N1N=C2C=CC=CC2=C1C=1N=C(C2=C(N1)C=CC(=N2)CN2CCC(CC2)C(C)(C)O)N2CCOCC2 (2-(1-((2-(2-ethyl-2H-indazol-3-yl)-4-morpholinopyrido[3,2-d]pyrimidin-6-yl)methyl)piperidin-4-yl)propan-2-ol). Reaction SMILES: [O:1]1[CH2:6][CH2:5][N:4]([C:7]2[C:8]3[N:29]=[C:28]([CH2:30][N:31]4[CH2:36][CH2:35][CH:34]([C:37]([OH:40])([CH3:39])[CH3:38])[CH2:33][CH2:32]4)[CH:27]=[CH:26][C:9]=3[N:10]=[C:11]([Sn](CCCC)(CCCC)CCCC)[N:12]=2)[CH2:3][CH2:2]1.[CH2:41]([N:43]1[C:51](I)=[C:50]2[C:45]([CH:46]=[CH:47][CH:48]=[CH:49]2)=[N:44]1)[CH3:42]>O1CCOCC1.S1C=CC=C1C([O-])=O.[Cu+].C1C=CC([P]([Pd]([P](C2C=CC=CC=2)(C2C=CC=CC=2)C2C=CC=CC=2)([P](C2C=CC=CC=2)(C2C=CC=CC=2)C2C=CC=CC=2)[P](C2C=CC=CC=2)(C2C=CC=CC=2)C2C=CC=CC=2)(C2C=CC=CC=2)C2C=CC=CC=2)=CC=1>[CH2:41]([N:43]1[C:51]([C:11]2[N:12]=[C:7]([N:4]3[CH2:5][CH2:6][O:1][CH2:2][CH2:3]3)[C:8]3[N:29]=[C:28]([CH2:30][N:31]4[CH2:32][CH2:33][CH:34]([C:37]([OH:40])([CH3:39])[CH3:38])[CH2:35][CH2:36]4)[CH:27]=[CH:26][C:9]=3[N:10]=2)=[C:50]2[C:45]([CH:46]=[CH:47][CH:48]=[CH:49]2)=[N:44]1)[CH3:42] |f:3.4,^1:71,73,92,111|. Procedure details: To a degassed solution of 2-(1-((4-morpholino-2-(tributylstannyl)pyrido[3,2-d]pyrimidin-6-yl)methyl)piperidin-4-yl)propan-2-ol (0.13 g) and 2-ethyl-3-iodo-2H-indazole (1.05 eq) in 1,4-dioxane (1.5 mL) was added copper(I) thiophene-2-carboxylate (1 eq) and tetrakis(triphenylphosphine)palladium(0) (0.05 eq). The reaction was microwaved at 140° C. for 30 minutes and then loaded onto Biotage isolute scx-2 catridge and eluted with 2M ammonia in Methanol. The crude material was purified by reverse pha...